Task: describe an organic reaction: reactants, conditions, products, and yield. Dataset: the Open Reaction Database (ORD), a public repository of structured organic reaction records Yield: 60.8%. Conditions: time 90 minute. Reactants: O.NN (hydrazine monohydrate), ClCCOC1=CC=C(C(=O)C2C(C3=CC=CC(=C3C2=O)NC(=O)NN2CCOCC2)=O)C=C1 (1-{2-[4-(2-chloroethoxy)benzoyl]-1,3-dioxo-indan-4-yl}-3-morpholin-4-yl-urea), CC(=O)O (AcOH). The solvent is CCO (EtOH). The product is ClCCOC1=CC=C(C=C1)C1=C2C(=NN1)C1=CC=CC(=C1C2=O)NC(=O)NN2CCOCC2 (1-{3-[4-(2-Chloroethoxy)phenyl]-4-oxo-2,4-dihydroindeno[1,2-c]pyrazol-5-yl}-3-morpholin-4-yl Urea). RXN SMILES: [Cl:1][CH2:2][CH2:3][O:4][C:5]1[CH:33]=[CH:32][C:8]([C:9]([CH:11]2[C:19](=[O:20])[C:18]3[C:13](=[CH:14][CH:15]=[CH:16][C:17]=3[NH:21][C:22]([NH:24][N:25]3[CH2:30][CH2:29][O:28][CH2:27][CH2:26]3)=[O:23])[C:12]2=O)=O)=[CH:7][CH:6]=1.O.[NH2:35][NH2:36].CC(O)=O>CCO>[Cl:1][CH2:2][CH2:3][O:4][C:5]1[CH:33]=[CH:32][C:8]([C:9]2[NH:36][N:35]=[C:12]3[C:13]4[C:18]([C:19](=[O:20])[C:11]=23)=[C:17]([NH:21][C:22]([NH:24][N:25]2[CH2:30][CH2:29][O:28][CH2:27][CH2:26]2)=[O:23])[CH:16]=[CH:15][CH:14]=4)=[CH:7][CH:6]=1 |f:1.2|. Procedure: To a suspension of 1-{2-[4-(2-chloroethoxy)benzoyl]-1,3-dioxo-indan-4-yl}-3-morpholin-4-yl-urea (39 g, 82.6 mmol) in EtOH (425 mL) was added hydrazine monohydrate (20.7 g, 413 mmol) followed by AcOH (9.9 g, 165.3 mmol). The reaction mixture was heated at reflux for 48 h. The reaction mixture was cooled to room temp. The yellow solid was collected by filtration, rinsed with EtOH and dried under vacuum. The solid was suspended in THF (1000 mL) and 1N HCl (500 mL) was added. The resulting suspensio... Starting materials: N\C(=C(\C#N)/NC(=O)NC1=C(C=CC=C1)OC)\C#N ((Z)-1-(2-Amino-1,2-dicyanovinyl)-3-(2-methoxyphenyl)urea), C(=O)C1=CC=C(C(=O)O)C=C1 (4-formylbenzoic acid), C(N)(=O)C1=C2NC(N(C2=NC(=N1)C1=CC=C(C(=O)O)C=C1)C1=C(C=CC=C1)OC)=O (4-[6-Carbamoyl-9-(2-methoxy-phenyl)-8-oxo-8,9-dihydro-7H-purin-2-yl]-benzoic acid). The solvent is C(C)N(CC)CC (triethylamine). Yields the product COC(C1=CC=C(C=C1)C1=NC(=C2NC(N(C2=N1)C1=C(C=CC=C1)OC)=O)C(N)=O)=O (4-[6-CARBAMOYL-9-(2-METHOXY-PHENYL)-8-OXO-8,9-DIHYDRO-7H-PURIN-2-YL]-BENZOIC ACID METHYL ESTER). The yield is 51.0%. RXN SMILES: [C:1]([C:4]1[N:12]=[C:11]([C:13]2[CH:21]=[CH:20][C:16]([C:17]([OH:19])=[O:18])=[CH:15][CH:14]=2)[N:10]=[C:9]2[C:5]=1[NH:6][C:7](=[O:30])[N:8]2[C:22]1[CH:27]=[CH:26][CH:25]=[CH:24][C:23]=1[O:28][CH3:29])(=[O:3])[NH2:2].N/[C:32](/C#N)=C(\NC(NC1C=CC=CC=1OC)=O)/C#N.C(C1C=CC(C(O)=O)=CC=1)=O>C(N(CC)CC)C>[CH3:32][O:18][C:17](=[O:19])[C:16]1[CH:15]=[CH:14][C:13]([C:11]2[N:10]=[C:9]3[C:5]([NH:6][C:7](=[O:30])[N:8]3[C:22]3[CH:27]=[CH:26][CH:25]=[CH:24][C:23]=3[O:28][CH3:29])=[C:4]([C:1](=[O:3])[NH2:2])[N:12]=2)=[CH:21][CH:20]=1. Procedure details: 4-[6-Carbamoyl-9-(2-methoxy-phenyl)-8-oxo-8,9-dihydro-7H-purin-2-yl]-benzoic acid. (Z)-1-(2-Amino-1,2-dicyanovinyl)-3-(2-methoxyphenyl)urea (See Example 2.A) (0.30 g, 1.2 mmol), 4-formylbenzoic acid (0.44 g, 2.65 mmol) and triethylamine (3.0 mL) were reacted according to General Procedure B. The crude residue was purified using Biotage silica gel chromatography (0-100% ethyl acetate in hexanes) to afford the title compound in 99.4% purity (0.129 g, 0.069 mmol, 51% yield). 1H NMR (300 MHz, DMSO-d... The reactants are C(C)(C)(C)OC(NC1=C(C=C(C(=C1)Cl)C(F)(F)F)N)=O ((2-amino-5-chloro-4-trifluoromethyl-phenyl)-carbamic acid tert-butyl ester), C(C)(C)(C)OC(CC(=O)C1=CC(=CC=C1)C1=CC(=NC=C1)CC)=O (3-[3-(2-ethyl-pyridin-4-yl)-phenyl]-3-oxo-propionic acid tert-butyl ester). The product is C(C)(C)(C)OC(NC1=C(C=C(C(=C1)Cl)C(F)(F)F)NC(CC(=O)C1=CC(=CC=C1)C1=CC(=NC=C1)CC)=O)=O ((5-Chloro-2-{3-[3-(2-ethyl-pyridin-4-yl)-phenyl]-3-oxo-propionylamino}-4-trifluoromethyl-phenyl)-carbamic acid tert-butyl ester), solid. The yield is 67.0%. Reaction SMILES: [C:1]([O:5][C:6](=[O:20])[NH:7][C:8]1[CH:13]=[C:12]([Cl:14])[C:11]([C:15]([F:18])([F:17])[F:16])=[CH:10][C:9]=1[NH2:19])([CH3:4])([CH3:3])[CH3:2].C([O:25][C:26](=O)[CH2:27][C:28]([C:30]1[CH:35]=[CH:34][CH:33]=[C:32]([C:36]2[CH:41]=[CH:40][N:39]=[C:38]([CH2:42][CH3:43])[CH:37]=2)[CH:31]=1)=[O:29])(C)(C)C>>[C:1]([O:5][C:6](=[O:20])[NH:7][C:8]1[CH:13]=[C:12]([Cl:14])[C:11]([C:15]([F:17])([F:18])[F:16])=[CH:10][C:9]=1[NH:19][C:26](=[O:25])[CH2:27][C:28]([C:30]1[CH:35]=[CH:34][CH:33]=[C:32]([C:36]2[CH:41]=[CH:40][N:39]=[C:38]([CH2:42][CH3:43])[CH:37]=2)[CH:31]=1)=[O:29])([CH3:4])([CH3:2])[CH3:3]. Reported procedure: The title compound was prepared from (2-amino-5-chloro-4-trifluoromethyl-phenyl)-carbamic acid tert-butyl ester (Example J19) (233 mg, 0.75 mmol) and 3-[3-(2-ethyl-pyridin-4-yl)-phenyl]-3-oxo-propionic acid tert-butyl ester (Example K20) (244 mg, 0.75 mmol) according to the general procedure M. Obtained as an off-white solid (288 mg, 67%). Starting materials: C1CCOC1, [Li]CCCC, CC(=O)c1cnc2ccc(Cl)nn12, Cn1ncc2c(F)cc(F)cc21. The product is Cn1ncc2c(F)c(C(C)(O)c3cnc4ccc(Cl)nn34)c(F)cc21. Reaction SMILES: [CH2:31]1[O:32][CH2:33][CH2:34][CH2:35]1.[CH3:13][CH2:14][CH2:15][CH2:16][Li:17].[Cl:18][c:19]1[cH:20][cH:21][c:22]2[n:23]([n:24]1)[c:25]([C:28]([CH3:29])=[O:30])[cH:26][n:27]2.[F:1][c:2]1[c:3]2[cH:4][n:5][n:6]([CH3:12])[c:7]2[cH:8][c:9]([F:11])[cH:10]1>>[F:1][c:2]1[c:3]2[cH:4][n:5][n:6]([CH3:12])[c:7]2[cH:8][c:9]([F:11])[c:10]1[C:28]([c:25]1[n:23]2[c:22]([cH:21][cH:20][c:19]([Cl:18])[n:24]2)[n:27][cH:26]1)([CH3:29])[OH:30].